From a dataset of the Open Reaction Database (ORD), a public repository of structured organic reaction records. describe an organic reaction: reactants, conditions, products, and yield The reactants are COC(=O)c1ccc(Cn2nc(-c3cc(F)c(F)c(F)c3)cc2C(=O)OC(C)(C)C)cc1, ClCCl, O=C(O)C(F)(F)F. Product: COC(=O)c1ccc(Cn2nc(-c3cc(F)c(F)c(F)c3)cc2C(=O)O)cc1. RXN SMILES: [CH3:1][O:2][C:3](=[O:4])[c:5]1[cH:6][cH:7][c:8]([CH2:9][n:10]2[n:11][c:12](-[c:22]3[cH:23][c:24]([F:30])[c:25]([F:29])[c:26]([F:28])[cH:27]3)[cH:13][c:14]2[C:15](=[O:16])[O:17][C:18]([CH3:19])([CH3:20])[CH3:21])[cH:31][cH:32]1.[Cl:40][CH2:41][Cl:42].[F:33][C:34]([F:35])([F:36])[C:37]([OH:38])=[O:39]>>[CH3:1][O:2][C:3](=[O:4])[c:5]1[cH:6][cH:7][c:8]([CH2:9][n:10]2[n:11][c:12](-[c:22]3[cH:23][c:24]([F:30])[c:25]([F:29])[c:26]([F:28])[cH:27]3)[cH:13][c:14]2[C:15](=[O:16])[OH:17])[cH:31][cH:32]1. Reactants: C(C)OC(CNC1=C(C=C(C(=C1)F)F)[N+](=O)[O-])=O (N-(4,5-difluoro-2-nitrophenyl)glycine ethyl ester), N1C=NC=C1 (imidazole), N1=CC=CC=C1 (pyridine). Run in CS(=O)C (DMSO). The product is C(C)OC(CNC1=C(C=C(C(=C1)N1C=NC=C1)F)[N+](=O)[O-])=O (N-[4-fluoro-5-(1H-imidazol-1-yl)-2-nitrophenyl]glycine ethyl ester). Yield: 58.7%. RXN SMILES: [CH2:1]([O:3][C:4](=[O:18])[CH2:5][NH:6][C:7]1[CH:12]=[C:11](F)[C:10]([F:14])=[CH:9][C:8]=1[N+:15]([O-:17])=[O:16])[CH3:2].[NH:19]1[CH:23]=[CH:22][N:21]=[CH:20]1.N1C=CC=CC=1>CS(C)=O>[CH2:1]([O:3][C:4](=[O:18])[CH2:5][NH:6][C:7]1[CH:12]=[C:11]([N:19]2[CH:23]=[CH:22][N:21]=[CH:20]2)[C:10]([F:14])=[CH:9][C:8]=1[N+:15]([O-:17])=[O:16])[CH3:2]. Procedure details: By using 0.59 g of N-(4,5-difluoro-2-nitrophenyl)glycine ethyl ester, 155 mg of imidazole, 1.80 g of pyridine and 10 ml of DMSO, 0.41 g (59%) of N-[4-fluoro-5-(1H-imidazol-1-yl)-2-nitrophenyl]glycine ethyl ester was obtained. Reactants: CCOC(=O)Nc1nc2cc(F)ccc2nc1OC, c1cnc(N2CCNCC2)nc1. Product: COc1nc2ccc(F)cc2nc1NC(=O)N1CCN(c2ncccn2)CC1. Reaction SMILES: [F:1][c:2]1[cH:3][c:4]2[n:5][c:6]([NH:14][C:15]([O:16][CH2:17][CH3:18])=[O:19])[c:7]([O:12][CH3:13])[n:8][c:9]2[cH:10][cH:11]1.[n:20]1[c:21]([N:26]2[CH2:27][CH2:28][NH:29][CH2:30][CH2:31]2)[n:22][cH:23][cH:24][cH:25]1>>[F:1][c:2]1[cH:3][c:4]2[n:5][c:6]([NH:14][C:15](=[O:19])[N:29]3[CH2:28][CH2:27][N:26]([c:21]4[n:20][cH:25][cH:24][cH:23][n:22]4)[CH2:31][CH2:30]3)[c:7]([O:12][CH3:13])[n:8][c:9]2[cH:10][cH:11]1. The reactants are FC(C1=C(CN2N=CC3=CC(=CC=C23)C=C2C(N=C(S2)SCC)=O)C=CC(=C1)C(F)(F)F)(F)F (5-[1-(2,4-Bis-trifluoromethyl-benzyl)-1H-indazol-5-ylmethylene]-2-ethylsulfanyl-thiazol-4-one), CN1C[C@H](NCC1)C (1,3-(R)-Dimethyl-piperazine). Yields the product FC(C1=C(CN2N=CC3=CC(=CC=C23)C=C2C(N=C(S2)N2[C@@H](CN(CC2)C)C)=O)C=CC(=C1)C(F)(F)F)(F)F (5-({1-[2,4-Bis(trifluoromethyl)benzyl]-1H-indazol-5-yl}methylidene)-2-(2-(R),4-dimethylpiperazin-1-yl)-1,3-thiazol-4(5H)-one). RXN SMILES: [F:1][C:2]([F:34])([F:33])[C:3]1[CH:28]=[C:27]([C:29]([F:32])([F:31])[F:30])[CH:26]=[CH:25][C:4]=1[CH2:5][N:6]1[C:14]2[C:9](=[CH:10][C:11]([CH:15]=[C:16]3[S:20][C:19](SCC)=[N:18][C:17]3=[O:24])=[CH:12][CH:13]=2)[CH:8]=[N:7]1.[CH3:35][N:36]1[CH2:41][CH2:40][NH:39][C@H:38]([CH3:42])[CH2:37]1>>[F:34][C:2]([F:33])([F:1])[C:3]1[CH:28]=[C:27]([C:29]([F:30])([F:31])[F:32])[CH:26]=[CH:25][C:4]=1[CH2:5][N:6]1[C:14]2[C:9](=[CH:10][C:11]([CH:15]=[C:16]3[S:20][C:19]([N:39]4[CH2:40][CH2:41][N:36]([CH3:35])[CH2:37][C@H:38]4[CH3:42])=[N:18][C:17]3=[O:24])=[CH:12][CH:13]=2)[CH:8]=[N:7]1. Procedure: 5-({1-[2,4-Bis(trifluoromethyl)benzyl]-1H-indazol-5-yl}methylidene)-2-(2-(R),4-dimethylpiperazin-1-yl)-1,3-thiazol-4(5H)-one was prepared from 5-[1-(2,4-Bis-trifluoromethyl-benzyl)-1H-indazol-5-ylmethylene]-2-ethylsulfanyl-thiazol-4-one and 1,3-(R)-Dimethyl-piperazine following general procedure C.